From a dataset of the Open Reaction Database (ORD), a public repository of structured organic reaction records. describe an organic reaction: reactants, conditions, products, and yield Yields the product Cl, O=C(O)c1cn(-c2ccc(F)cc2F)c2cc(N3CCNCC3)c(F)cc2c1=O. Reactants: C1CNCCN1, O=C(O)c1cn(-c2ccc(F)cc2F)c2cc(Cl)c(F)cc2c1=O. As a reaction SMILES: [CH2:25]1[CH2:26][NH:27][CH2:28][CH2:29][NH:30]1.[Cl:1][c:2]1[c:3]([F:24])[cH:4][c:5]2[c:6](=[O:23])[c:7]([C:20](=[O:21])[OH:22])[cH:8][n:9](-[c:12]3[c:13]([F:19])[cH:14][c:15]([F:18])[cH:16][cH:17]3)[c:10]2[cH:11]1>>[ClH:1].[c:2]1([N:27]2[CH2:26][CH2:25][NH:30][CH2:29][CH2:28]2)[c:3]([F:24])[cH:4][c:5]2[c:6](=[O:23])[c:7]([C:20](=[O:21])[OH:22])[cH:8][n:9](-[c:12]3[c:13]([F:19])[cH:14][c:15]([F:18])[cH:16][cH:17]3)[c:10]2[cH:11]1.